Dataset: the Open Reaction Database (ORD), a public repository of structured organic reaction records. Task: describe an organic reaction: reactants, conditions, products, and yield Reactants: C(N)(OCC1C2=C(C=C(C=C2N2CC3NC3C1(O2)O)C=O)O)=O (4-formyl-6,9-dihydroxy-14-oxa-1,11-diazatetracyclo[7.4.1.02,7.010,12 ]tetradeca-2,4,6-trien-8-ylmethyl carbamate), C(CC)(=O)Cl (propionyl chloride). The reagents and catalysts are CN(C1=CC=NC=C1)C (4-dimethylaminopyridine). The solvent is CN(C=O)C (dimethylformamide). Run at time 20 hour. The product is C(CC)(=O)OC=1C=C(C=C2N3CC4N(C4C(C(C12)COC(N)=O)(O3)O)C(CC)=O)C=O (8-carbamoyloxymethyl-4-formyl-9-hydroxy-11-propionyl-14-oxa-1,11-diazatetracyclo[7.4.1.02,7.010,12 ]tetradeca-2,4,6-trien-6-yl propionate). RXN SMILES: [C:1](=[O:23])([O:3][CH2:4][CH:5]1[C:17]2([OH:19])[O:18][N:12]([CH2:13][CH:14]3[CH:16]2[NH:15]3)[C:11]2[C:6]1=[C:7]([OH:22])[CH:8]=[C:9]([CH:20]=[O:21])[CH:10]=2)[NH2:2].[C:24](Cl)(=[O:27])[CH2:25][CH3:26]>CN(C)C1C=CN=CC=1.CN(C)C=O>[C:24]([O:22][C:7]1[CH:8]=[C:9]([CH:20]=[O:21])[CH:10]=[C:11]2[C:6]=1[CH:5]([CH2:4][O:3][C:1](=[O:23])[NH2:2])[C:17]1([OH:19])[O:18][N:12]2[CH2:13][CH:14]2[CH:16]1[N:15]2[C:4](=[O:3])[CH2:5][CH3:6])(=[O:27])[CH2:25][CH3:26]. Procedure: To a solution of 4-formyl-6,9-dihydroxy-14-oxa-1,11-diazatetracyclo[7.4.1.02,7.010,12 ]tetradeca-2,4,6-trien-8-ylmethyl carbamate (50 mg) and 4-dimethylaminopyridine (150 mg) in dimethylformamide (2 ml) was added propionyl chloride (0.1 ml) in an ice-water bath. The mixture was stirred for 20 hours at ambient temperature and evaporated in vacuo. The residue was subjected to preparative thin layer chromatography, which was developed with a mixture of chloroform and mthanol (10:1, v/v) to afford 8... Procedure: This was prepared from 3-(3-phenyl-6-trifluoromethyl-3H-benzimidazol-4-yl)acrylic acid methyl ester in a similar manner to 1-(4-methylpiperazin-1-yl)-3-(3-phenyl-6-trifluoromethyl-3H-benzimidazol-4-yl)prop-2-en-1-one. The oily residue was purified by preparative LCMS to afford the title compound as a white solid (6.2 mg, 6%), m/z 384.0 (M+H)+. Starting materials: COC(C=CC1=CC(=CC=2N=CN(C21)C2=CC=CC=C2)C(F)(F)F)=O (3-(3-phenyl-6-trifluoromethyl-3H-benzimidazol-4-yl)acrylic acid methyl ester), CN1CCN(CC1)C(C=CC1=CC(=CC=2N=CN(C21)C2=CC=CC=C2)C(F)(F)F)=O (1-(4-methylpiperazin-1-yl)-3-(3-phenyl-6-trifluoromethyl-3H-benzimidazol-4-yl)prop-2-en-1-one). Yields the product N1(CC=CC1)C(C=CC1=CC(=CC=2N=CN(C21)C2=CC=CC=C2)C(F)(F)F)=O (1-(2.5-Dihydropyrrol-1-yl)-3-(3-phenyl-6-trifluoromethyl-3H-benzimidazol-4-yl)prop-2-en-1-one). Yield: 6.0%. As a reaction SMILES: COC(=O)C=CC1C2N(C3C=CC=CC=3)C=NC=2C=C(C(F)(F)F)C=1.CN1[CH2:32][CH2:31][N:30]([C:33](=[O:55])[CH:34]=[CH:35][C:36]2[C:44]3[N:43]([C:45]4[CH:50]=[CH:49][CH:48]=[CH:47][CH:46]=4)[CH:42]=[N:41][C:40]=3[CH:39]=[C:38]([C:51]([F:54])([F:53])[F:52])[CH:37]=2)[CH2:29][CH2:28]1>>[N:30]1([C:33](=[O:55])[CH:34]=[CH:35][C:36]2[C:44]3[N:43]([C:45]4[CH:50]=[CH:49][CH:48]=[CH:47][CH:46]=4)[CH:42]=[N:41][C:40]=3[CH:39]=[C:38]([C:51]([F:52])([F:54])[F:53])[CH:37]=2)[CH2:29][CH:28]=[CH:32][CH2:31]1.